This data is from the Open Reaction Database (ORD), a public repository of structured organic reaction records. The task is: describe an organic reaction: reactants, conditions, products, and yield The reactants are CC(=O)O[BH-](OC(C)=O)OC(C)=O, C=O, CC1CN(C(=O)OCc2ccccc2)C(C)CN1, ClCCl, [Na+]. The product is CC1CN(C(=O)OCc2ccccc2)C(C)CN1C. As a reaction SMILES: [C:21]([O:22][BH-:23]([O:24][C:25](=[O:26])[CH3:27])[O:28][C:29](=[O:30])[CH3:31])(=[O:32])[CH3:33].[CH2:19]=[O:20].[CH3:1][CH:2]1[N:3]([C:9](=[O:10])[O:11][CH2:12][c:13]2[cH:14][cH:15][cH:16][cH:17][cH:18]2)[CH2:4][CH:5]([CH3:8])[NH:6][CH2:7]1.[Cl:35][CH2:36][Cl:37].[Na+:34]>>[CH3:1][CH:2]1[N:3]([C:9](=[O:10])[O:11][CH2:12][c:13]2[cH:14][cH:15][cH:16][cH:17][cH:18]2)[CH2:4][CH:5]([CH3:8])[N:6]([CH3:21])[CH2:7]1. The reactants are C(C)(C)N1N=CC(=C1)C1=CC=2N(C(=N1)C=1C=NNC1)C=CN2 (7-(1-isopropyl-1H-pyrazol-4-yl)-5-(1H-pyrazol-4-yl)imidazo[1,2-c]pyrimidine), C1(CC1)C=CC#N (3-cyclopropylacrylonitrile), C(C)#N (acetonitrile), C1CCC2=NCCCN2CC1 (DBU). The solvent is ClCCl (dichloromethane). Reaction conditions: temperature 50 celsius. Yields the product C1(CC1)C(CC#N)N1N=CC(=C1)C1=NC(=CC=2N1C=CN2)C=2C=NN(C2)C(C)C (3-cyclopropyl-3-(4-(7-(1-isopropyl-1H-pyrazol-4-yl)imidazo[1,2-c]pyrimidin-5-yl)-1H-pyrazol-1-yl)propanenitrile). Isolated yield 58.8%. As a reaction SMILES: [CH:1]([N:4]1[CH:8]=[C:7]([C:9]2[N:14]=[C:13]([C:15]3[CH:16]=[N:17][NH:18][CH:19]=3)[N:12]3[CH:20]=[CH:21][N:22]=[C:11]3[CH:10]=2)[CH:6]=[N:5]1)([CH3:3])[CH3:2].[CH:23]1([CH:26]=[CH:27][C:28]#[N:29])[CH2:25][CH2:24]1.C(#N)C.C1CCN2C(=NCCC2)CC1>ClCCl>[CH:23]1([CH:26]([N:17]2[CH:16]=[C:15]([C:13]3[N:12]4[CH:20]=[CH:21][N:22]=[C:11]4[CH:10]=[C:9]([C:7]4[CH:6]=[N:5][N:4]([CH:1]([CH3:3])[CH3:2])[CH:8]=4)[N:14]=3)[CH:19]=[N:18]2)[CH2:27][C:28]#[N:29])[CH2:25][CH2:24]1. Procedure details: To a flask charged with 7-(1-isopropyl-1H-pyrazol-4-yl)-5-(1H-pyrazol-4-yl)imidazo[1,2-c]pyrimidine (0.0600 g, 0.2046 mmol) and 3-cyclopropylacrylonitrile (Preparation B; 0.1048 g, 1.125 mmol) was added 1 mL of acetonitrile and DBU (0.04588 mL, 0.3068 mmol) at ambient temperature with stirring. The flask was then sealed and heated to 50° C. overnight. The reaction mixture was diluted with dichloromethane and loaded directly onto a silica gel column and eluted with ethyl acetate with 0.5% ammoniu...